This data is from the Open Reaction Database (ORD), a public repository of structured organic reaction records. The task is: describe an organic reaction: reactants, conditions, products, and yield Starting materials: COC=1C=C(C=CC1OC)CCN (2-(3,4-Dimethoxyphenyl)ethylamine), BrCCO (2-bromoethanol), C([O-])([O-])=O.[K+].[K+] (potassium carbonate), Cl.ClCCN(CCCl)CCC1=CC(=C(C=C1)OC)OC (N,N-Bis(2-chloroethyl)-2-(3,4-dimethoxyphenyl)ethylamine hydrochloride). Yields the product OCCN(CCO)CCC1=CC(=C(C=C1)OC)OC (N,N-bis(2-hydroxyethyl)-2-(3,4-dimethoxyphenyl)ethylamine). The yield is 88.0%. As a reaction SMILES: [CH3:1][O:2][C:3]1[CH:4]=[C:5]([CH2:11][CH2:12][NH2:13])[CH:6]=[CH:7][C:8]=1[O:9][CH3:10].Br[CH2:15][CH2:16][OH:17].C(=O)([O-])[O-].[K+].[K+].Cl.ClCCN(CCC1C=C[C:37]([O:40]C)=[C:36](OC)C=1)CCCl>>[OH:17][CH2:16][CH2:15][N:13]([CH2:12][CH2:11][C:5]1[CH:6]=[CH:7][C:8]([O:9][CH3:10])=[C:3]([O:2][CH3:1])[CH:4]=1)[CH2:36][CH2:37][OH:40] |f:2.3.4,5.6|. Reported procedure: 2-(3,4-Dimethoxyphenyl)ethylamine (80.0 g), 2-bromoethanol (182 g) and potassium carbonate (201 g) were added to ethanol (1) and the mixture was refluxed for 16 hours. After cooling, the mixture was filtered and the filtrate was concentrated in vacuo. The oily residue was dissolved in chloroform. The solution was washed with saturated sodium chloride solution, dried over anhydrous magnesium sulfate and concentrated in vacuo to give 104.5 g(88% ) of N,N-bis(2-hydroxyethyl)-2-(3,4-dimethoxyphenyl)... Reactants: CN1N=CC2=C(C1=O)CCCN2 (6-methyl-1,2,3,4-tetrahydropyrido[2,3-d]pyridazin-5(6H)-one), [H-].[Na+] (sodium hydride), ClC1=CC=C(C(=O)C2=CC=C(CBr)C=C2)C=C1 (4-(4-chlorobenzoyl)benzyl bromide). The solvent is CN(C)C=O (DMF), O (water). Run at time 30 minute. Product: ClC1=CC=C(C(=O)C2=CC=C(CN3CCCC4=C3C=NN(C4=O)C)C=C2)C=C1 (1-[4-(4-Chlorobenzoyl)benzyl]-6-methyl-1,2,3,4-tetrahydropyrido[2,3-d]pyridazin-5(6H)-one). Isolated yield 59.7%. As a reaction SMILES: [CH3:1][N:2]1[C:7](=[O:8])[C:6]2[CH2:9][CH2:10][CH2:11][NH:12][C:5]=2[CH:4]=[N:3]1.[H-].[Na+].[Cl:15][C:16]1[CH:31]=[CH:30][C:19]([C:20]([C:22]2[CH:29]=[CH:28][C:25]([CH2:26]Br)=[CH:24][CH:23]=2)=[O:21])=[CH:18][CH:17]=1>CN(C=O)C.O>[Cl:15][C:16]1[CH:17]=[CH:18][C:19]([C:20]([C:22]2[CH:29]=[CH:28][C:25]([CH2:26][N:12]3[C:5]4[CH:4]=[N:3][N:2]([CH3:1])[C:7](=[O:8])[C:6]=4[CH2:9][CH2:10][CH2:11]3)=[CH:24][CH:23]=2)=[O:21])=[CH:30][CH:31]=1 |f:1.2|. Procedure: In DMF (5 ml) was dissolved 6-methyl-1,2,3,4-tetrahydropyrido[2,3-d]pyridazin-5(6H)-one (116 mg) followed by addition of sodium hydride (60%) (56 mg), and the mixture was stirred at room temperature for 30 minutes. Then, 4-(4-chlorobenzoyl)benzyl bromide (341 mg) was added and the mixture was further stirred at room temperature for 1 hour. This reaction mixture was diluted with water and extracted with ethyl acetate-THF. The organic layer was serially washed with water and saturated aqueous NaCl... Starting materials: CCO, CCOC(=O)C1=Cc2cc(-c3ccc(Cl)cc3)ccc2OCC1, [Na+], C1CCOC1, [OH-]. Product: O=C(O)C1=Cc2cc(-c3ccc(Cl)cc3)ccc2OCC1. As a reaction SMILES: [CH2:26]([OH:27])[CH3:28].[Cl:1][c:2]1[cH:3][cH:4][c:5](-[c:8]2[cH:9][cH:10][c:11]3[c:12]([cH:23]2)[CH:13]=[C:14]([C:18](=[O:19])[O:20][CH2:21][CH3:22])[CH2:15][CH2:16][O:17]3)[cH:6][cH:7]1.[Na+:25].[O:29]1[CH2:30][CH2:31][CH2:32][CH2:33]1.[OH-:24]>>[Cl:1][c:2]1[cH:3][cH:4][c:5](-[c:8]2[cH:9][cH:10][c:11]3[c:12]([cH:23]2)[CH:13]=[C:14]([C:18](=[O:19])[OH:20])[CH2:15][CH2:16][O:17]3)[cH:6][cH:7]1. The reactants are [N+](=O)([O-])C1=CC=C(C=C1)N1CCN(CC1)CCN (4-(4-nitrophenyl)piperazin-1-ylethylamine), C(CC)C1=CC(=NN1C(C)(C)C)C=O (5-propyl-1-t-butylpyrazole-3-carbaldehyde). Yields the product C(C)(C)(C)N1N=C(C=C1CCC)CNCCN1CCN(CC1)C1=CC=C(C=C1)[N+](=O)[O-] (1-t-butyl-3-{2-[4-(4-nitrophenyl)piperazin-1-yl]ethyl}aminomethyl-5-propylpyrazole). Yield: 95.6%. As a reaction SMILES: [N+:1]([C:4]1[CH:9]=[CH:8][C:7]([N:10]2[CH2:15][CH2:14][N:13]([CH2:16][CH2:17][NH2:18])[CH2:12][CH2:11]2)=[CH:6][CH:5]=1)([O-:3])=[O:2].[CH2:19]([C:22]1[N:26]([C:27]([CH3:30])([CH3:29])[CH3:28])[N:25]=[C:24]([CH:31]=O)[CH:23]=1)[CH2:20][CH3:21]>>[C:27]([N:26]1[C:22]([CH2:19][CH2:20][CH3:21])=[CH:23][C:24]([CH2:31][NH:18][CH2:17][CH2:16][N:13]2[CH2:12][CH2:11][N:10]([C:7]3[CH:6]=[CH:5][C:4]([N+:1]([O-:3])=[O:2])=[CH:9][CH:8]=3)[CH2:15][CH2:14]2)=[N:25]1)([CH3:30])([CH3:29])[CH3:28]. Procedure details: Compound 50 was prepared using the same method as that of Example 1 except that 4-(4-nitrophenyl)piperazin-1-ylethylamine and 5-propyl-1-t-butylpyrazole-3-carbaldehyde were used. Reaction conditions: time 0.5 hour. Reported procedure: To a solution of of 2-bromo-4-methylthiazole-5-carboxylic acid (9.00 g, 40.0 mmol) in anhydrous tetrahydrofuran (140 mL) was added N,N-diisopropylethylamine (20.76 mL, 121.0 mmol) and 1-ethyl-3-(3-dimethylaminopropyl)carbodiimide hydrochloride (10.87 g, 56.0 mmol). The reaction mixture was stirred at ambient temperature for 0.5 hours and 1-hydroxybenzotriazole (7.60 g, 56.0 mmol) and benzyl amine (6.00 g, 56.0 mmol) were added. The resulting mixture was stirred at ambient temperature for 18 hour... The solvent is O1CCCC1 (tetrahydrofuran). Reactants: BrC=1SC(=C(N1)C)C(=O)O (2-bromo-4-methylthiazole-5-carboxylic acid), C(C)(C)N(C(C)C)CC (N,N-diisopropylethylamine), Cl.C(C)N=C=NCCCN(C)C (1-ethyl-3-(3-dimethylaminopropyl)carbodiimide hydrochloride), ON1N=NC2=C1C=CC=C2 (1-hydroxybenzotriazole), C(C1=CC=CC=C1)N (benzyl amine). Yields the product C(C1=CC=CC=C1)NC(=O)C1=C(N=C(S1)Br)C (N-benzyl-2-bromo-4-methylthiazole-5-carboxamide). Isolated yield 70.0%. As a reaction SMILES: [Br:1][C:2]1[S:3][C:4]([C:8]([OH:10])=O)=[C:5]([CH3:7])[N:6]=1.C(N(CC)C(C)C)(C)C.Cl.C(N=C=NCCCN(C)C)C.ON1C2C=CC=CC=2N=N1.[CH2:42]([NH2:49])[C:43]1[CH:48]=[CH:47][CH:46]=[CH:45][CH:44]=1>O1CCCC1>[CH2:42]([NH:49][C:8]([C:4]1[S:3][C:2]([Br:1])=[N:6][C:5]=1[CH3:7])=[O:10])[C:43]1[CH:48]=[CH:47][CH:46]=[CH:45][CH:44]=1 |f:2.3|. RXN SMILES: [Br:1][c:2]1[c:3]([NH2:4])[c:5]([Br:12])[cH:6][c:7]([N+:9]([O-:10])=[O:11])[cH:8]1.[CH3:13][CH2:14][O:15][C:16](=[O:17])[CH3:18].[CH3:19][N:20]([CH3:21])[CH:22]=[O:23].[CH3:24][CH2:25][OH:26]>>[Br:1][c:2]1[c:3]([NH2:4])[c:5]([Br:12])[cH:6][c:7]([NH2:9])[cH:8]1. Yields the product Nc1cc(Br)c(N)c(Br)c1. Starting materials: Nc1c(Br)cc([N+](=O)[O-])cc1Br, CCOC(C)=O, CN(C)C=O, CCO. The reactants are OCCCCCC(=O)OCC (ethyl 6-hydroxyhexanoate), [Si](C)(C)(C(C)(C)C)OC(CC(=O)OCC)CCC (Ethyl 3-((tert-butyldimethylsilyl)oxy)hexanoate). Product: [Si](C)(C)(C(C)(C)C)OCCCCCC(=O)OCC (Ethyl 6-((tert-butyldimethylsilyl)oxy)hexanoate). Isolated yield 90.0%. As a reaction SMILES: [OH:1][CH2:2][CH2:3][CH2:4][CH2:5][CH2:6][C:7]([O:9][CH2:10][CH3:11])=[O:8].[Si:12](OC(CCC)CC(OCC)=O)([C:15]([CH3:18])([CH3:17])[CH3:16])([CH3:14])[CH3:13]>>[Si:12]([O:1][CH2:2][CH2:3][CH2:4][CH2:5][CH2:6][C:7]([O:9][CH2:10][CH3:11])=[O:8])([C:15]([CH3:18])([CH3:17])[CH3:16])([CH3:14])[CH3:13]. Procedure: Ethyl 6-((tert-butyldimethylsilyl)oxy)hexanoate 8 (3.08 g) was prepared in 90% yield using ethyl 6-hydroxyhexanoate 7 according to the procedures described for compound 2 in above (see Schemes 1-3).